This data is from the Open Reaction Database (ORD), a public repository of structured organic reaction records. The task is: describe an organic reaction: reactants, conditions, products, and yield Reactants: Cl2Pd(AmPhos), C1=NC=CC2=C(C=CC=C12)B(O)O (isoquinolin-5-ylboronic acid), BrC1=C(C=C(C=C1)C(F)(F)F)N1C=NC=C1 (1-(2-bromo-5-(trifluoromethyl)phenyl)-1H-imidazole), P(=O)([O-])([O-])[O-].[K+].[K+].[K+] (potassium phosphate), C(C)(=O)O (acetic acid). Reagents/catalysts: [Pt](=O)=O (platinum(IV) oxide). Run in O1CCOCC1 (dioxane), C(C)OCC (diethyl ether). Reaction conditions: time 2 hour. Product: N1(C=NC=C1)C1=C(C=CC(=C1)C(F)(F)F)C1=C2CCNCC2=CC=C1 (5-(2-(1H-imidazol-1-yl)-4-(trifluoromethyl)phenyl)-1,2,3,4-tetrahydroisoquinoline). Yield: 95.4%. Reaction SMILES: [CH:1]1[C:10]2[C:5](=[C:6](B(O)O)[CH:7]=[CH:8][CH:9]=2)[CH:4]=[CH:3][N:2]=1.Br[C:15]1[CH:20]=[CH:19][C:18]([C:21]([F:24])([F:23])[F:22])=[CH:17][C:16]=1[N:25]1[CH:29]=[CH:28][N:27]=[CH:26]1.P([O-])([O-])([O-])=O.[K+].[K+].[K+].C(O)(=O)C>O1CCOCC1.C(OCC)C.[Pt](=O)=O>[N:25]1([C:16]2[CH:17]=[C:18]([C:21]([F:22])([F:23])[F:24])[CH:19]=[CH:20][C:15]=2[C:6]2[CH:7]=[CH:8][CH:9]=[C:10]3[C:5]=2[CH2:4][CH2:3][NH:2][CH2:1]3)[CH:29]=[CH:28][N:27]=[CH:26]1 |f:2.3.4.5|. Procedure: A solution of Cl2Pd(AmPhos) (Sigma-Aldrich, St. Louis, Mo., 0.049 g, 0.069 mmol), isoquinolin-5-ylboronic acid (Frontier Scientific, Logan, Utah, 0.297 g, 1.718 mmol), 1-(2-bromo-5-(trifluoromethyl)phenyl)-1H-imidazole (0.400 g, 1.374 mmol), and potassium phosphate (1.167 g, 5.50 mmol) in 6 mL dioxane 3 mL water was heated to 120° C. overnight. The reaction mixture was diluted with diethyl ether. The organics were separated and concentrated. The resulting residue was taken up in 6 mL MeOH, was t...